This data is from the Open Reaction Database (ORD), a public repository of structured organic reaction records. The task is: describe an organic reaction: reactants, conditions, products, and yield The reactants are CSC(=C[N+](=O)[O-])SC (1,1-dimethylthio-2-nitroethene), O1CC(CC1)CNCCN (N1-((tetrahydrofuran-3-yl)methyl)ethane-1,2-diamine). Run in C(C)O (ethanol). Run at temperature 85 celsius. Yields the product [N+](=O)([O-])C=C1N(CCN1)CC1COCC1 (2-(nitromethylene)-1-((tetrahydrofuran-3-yl)methyl) imidazolidine). Yield: 81.0%. Reaction SMILES: CS[C:3](SC)=[CH:4][N+:5]([O-:7])=[O:6].[O:10]1[CH2:14][CH2:13][CH:12]([CH2:15][NH:16][CH2:17][CH2:18][NH2:19])[CH2:11]1>C(O)C>[N+:5]([CH:4]=[C:3]1[NH:19][CH2:18][CH2:17][N:16]1[CH2:15][CH:12]1[CH2:13][CH2:14][O:10][CH2:11]1)([O-:7])=[O:6]. Procedure: 2.5 g (0.0178 mol) of 1,1-dimethylthio-2-nitroethene, 2.56 g (0.0178 mol) of N1-((tetrahydrofuran-3-yl)methyl)ethane-1,2-diamine were added to 50 ml of ethanol. The resulting mixture was heated under reflux for 8 hours at 80-90 ° C. The mixture was then cooled to educe solid, concentrated, filtrated and dried to give a light yellow powder in 81% yield. The reactants are O.NN (Hydrazine hydrate), C(C)(C)(C)NCC(COC1=C(C(=O)CCC(=O)OCC)C=CC(=C1)Cl)O (ethyl 3-[2-(3-t-butylamino-2-hydroxypropoxy)-4-chlorobenzoyl]propionate), C([O-])([O-])=O.[Na+].[Na+] (sodium carbonate). Run in O (water), C(C)(=O)O (acetic acid). Yields the product C(C)(C)(C)NCC(COC1=C(C=CC(=C1)Cl)C=1CCC(NN1)=O)O (6-[2-(3-t-butylamino-2-hydroxypropoxy)-4-chlorophenyl]-4,5-dihydro-3(2H)-pyridazinone). Yield: 47.8%. Reaction SMILES: O.[NH2:2][NH2:3].[C:4]([NH:8][CH2:9][CH:10]([OH:29])[CH2:11][O:12][C:13]1[CH:27]=[C:26]([Cl:28])[CH:25]=[CH:24][C:14]=1[C:15]([CH2:17][CH2:18][C:19](OCC)=[O:20])=O)([CH3:7])([CH3:6])[CH3:5].C(=O)([O-])[O-].[Na+].[Na+]>C(O)(=O)C.O>[C:4]([NH:8][CH2:9][CH:10]([OH:29])[CH2:11][O:12][C:13]1[CH:27]=[C:26]([Cl:28])[CH:25]=[CH:24][C:14]=1[C:15]1[CH2:17][CH2:18][C:19](=[O:20])[NH:2][N:3]=1)([CH3:7])([CH3:6])[CH3:5] |f:0.1,3.4.5|. Procedure: Hydrazine hydrate (1.57 ml, 0.0314 mole) was added to a stirred solution of ethyl 3-[2-(3-t-butylamino-2-hydroxypropoxy)-4-chlorobenzoyl]propionate (2.4 g, 0.0065 mole) in glacial acetic acid (36 ml) and the solution was heated under reflux for 90 minutes. Evaporation under reduced pressure gave an oil which was dissolved in water, treated with an excess of aqueous sodium carbonate solution and the mixture was extracted with dichloromethane. Evaporation of the dried organic extracts gave an oil ... Reactants: CN(C1=CC=C(C(=O)O)C=C1)C (p-Dimethylaminobenzoic acid), OS(=O)(=O)O (H2SO4), CO (methanol). Yields the product CN(C1=CC=C(C(=O)OC)C=C1)C (Methyl p-Dimethylaminobenzoate). Reaction SMILES: [CH3:1][N:2]([CH3:12])[C:3]1[CH:11]=[CH:10][C:6]([C:7]([OH:9])=[O:8])=[CH:5][CH:4]=1.OS(O)(=O)=O.[CH3:18]O>>[CH3:1][N:2]([CH3:12])[C:3]1[CH:11]=[CH:10][C:6]([C:7]([O:9][CH3:18])=[O:8])=[CH:5][CH:4]=1. Reported procedure: p-Dimethylaminobenzoic acid (50 g.) and concentrated H2SO4 (25 ml.) in 350 ml. methanol were refluxed 18 hours. The reaction mixture was cooled, quenched with ice and water (350 ml.), neutralized portionwise with KHCO3 until foaming ceased, and extracted 3×200 ml. CHCl3. The organic layers were combined, washed 1×150 ml. brine, dried (MgSO4) and reduced in volume to yield crystalline title product, 52 g.; 1H-nmr: 3.02 (s, 6H), 3.87 (s, 3H), 6.66 (d, J=16 Hz, 2H), 7.95 (d, J=16 Hz, 2H). The reactants are [H-].[Na+] (sodium hydride), FC(C=1C=C(C=CC1)C1=CCN2C(NC(C=3N=CN1C23)=O)=O)(F)F (4-[3-(Trifluoromethyl)phenyl]-6H,8H-pyrimido[1,2,3-cd]purine-8,10(9H)-dione), [N+](=O)([O-])C1=CC=C(CBr)C=C1 (p-nitrobenzyl bromide). The solvent is CN(C=O)C (N,N-dimethylformamide), CN(C=O)C (N,N-dimethylformamide). Run at time 2 hour. Product: [N+](=O)([O-])C1=CC=C(C=C1)CN1C(N2C=3N(C=NC3C1=O)C(=CC2)C2=CC(=CC=C2)C(F)(F)F)=O (9-[(4-Nitrophenyl)methyl]-4-[3-(trifluoromethyl)phenyl]-6H,8H-pyrimido[1,2,3-cd]purine-8,10(9H)-dione). Yield: 61.8%. As a reaction SMILES: [F:1][C:2]([F:24])([F:23])[C:3]1[CH:4]=[C:5]([C:9]2[N:19]3[C:20]4[N:12]([C:13](=[O:22])[NH:14][C:15](=[O:21])[C:16]=4[N:17]=[CH:18]3)[CH2:11][CH:10]=2)[CH:6]=[CH:7][CH:8]=1.[H-].[Na+].[N+:27]([C:30]1[CH:37]=[CH:36][C:33]([CH2:34]Br)=[CH:32][CH:31]=1)([O-:29])=[O:28]>CN(C)C=O>[N+:27]([C:30]1[CH:37]=[CH:36][C:33]([CH2:34][N:14]2[C:15](=[O:21])[C:16]3[N:17]=[CH:18][N:19]4[C:9]([C:5]5[CH:6]=[CH:7][CH:8]=[C:3]([C:2]([F:1])([F:23])[F:24])[CH:4]=5)=[CH:10][CH2:11][N:12]([C:20]=34)[C:13]2=[O:22])=[CH:32][CH:31]=1)([O-:29])=[O:28] |f:1.2|. Reported procedure: To a stirred suspension of 5.0 g of 4-[3-(trifluoromethyl)phenyl]-6H,8H-pyrimido[1,2,3-cd]purine-8,10-(9H)-dione (prepared as described in Example 41) in 50 ml of dry N,N-dimethylformamide at room temperature, under nitrogen, was added 800 mg of sodium hydride (60% dispersion in mineral oil). The mixture was stirred for 2 hours, then 3.3 g of p-nitrobenzyl bromide in 10 ml of N,N-dimethylformamide was added and the mixture was stirred at room temperature for 40 hours. The mixture was evaporated ... The reactants are CN(C)c1ccc(C2(O)CCC(=O)CC2)cc1, O=C(CNC(=O)c1cccc(C(F)(F)F)c1)NC1CNC1. Yields the product CN(C)c1ccc(C2(O)CCC(N3CC(NC(=O)CNC(=O)c4cccc(C(F)(F)F)c4)C3)CC2)cc1. Reaction SMILES: [CH3:1][N:2]([c:3]1[cH:4][cH:5][c:6]([C:9]2([OH:16])[CH2:10][CH2:11][C:12](=[O:15])[CH2:13][CH2:14]2)[cH:7][cH:8]1)[CH3:17].[NH:18]1[CH2:19][CH:20]([NH:22][C:23](=[O:24])[CH2:25][NH:26][C:27]([c:28]2[cH:29][c:30]([C:34]([F:35])([F:36])[F:37])[cH:31][cH:32][cH:33]2)=[O:38])[CH2:21]1>>[CH3:1][N:2]([c:3]1[cH:4][cH:5][c:6]([C:9]2([OH:16])[CH2:10][CH2:11][CH:12]([N:18]3[CH2:19][CH:20]([NH:22][C:23](=[O:24])[CH2:25][NH:26][C:27]([c:28]4[cH:29][c:30]([C:34]([F:35])([F:36])[F:37])[cH:31][cH:32][cH:33]4)=[O:38])[CH2:21]3)[CH2:13][CH2:14]2)[cH:7][cH:8]1)[CH3:17]. Reactants: COC(OC)OC, O=CO, CC(CO)NC(=O)c1cc2c(cc1O)OCO2. Product: CC1COC2Oc3cc4c(cc3C(=O)N12)OCO4. As a reaction SMILES: [CH3:18][O:19][CH:20]([O:21][CH3:22])[O:23][CH3:24].[CH:25]([OH:26])=[O:27].[OH:1][c:2]1[c:3]([C:4](=[O:5])[NH:6][CH:7]([CH2:8][OH:9])[CH3:10])[cH:11][c:12]2[c:13]([cH:14]1)[O:15][CH2:16][O:17]2>>[O:1]1[c:2]2[c:3]([cH:11][c:12]3[c:13]([cH:14]2)[O:15][CH2:16][O:17]3)[C:4](=[O:5])[N:6]2[CH:7]([CH3:10])[CH2:8][O:9][CH:18]12. The reactants are CI (methyl iodide), CSC(C(=O)OC)C1=CC(=CC=C1)C1(OCC(CO1)(C)C)C1=CC=CC=C1 (Methyl α-methylthio[m-(5,5-dimethyl-2-phenyl-1,3-dioxa-2-cyclohexyl)phenyl]acetate), [H-].[Na+] (Sodium hydride), [H][H] (hydrogen), [Cl-].[NH4+] (ammonium chloride). Solvent: CS(=O)C (dimethyl sulfoxide). Conditions: time 15 minute. Yields the product CSC(C(=O)OC)(C)C1=CC(=CC=C1)C1(OCC(CO1)(C)C)C1=CC=CC=C1 (methyl α-methylthio-α-[m-(5,5-dimethyl-2-phenyl-1,3-dioxa-2-cyclohexyl)phenyl]propionate). Yield: 87.0%. As a reaction SMILES: [CH3:1][S:2][CH:3]([C:8]1[CH:13]=[CH:12][CH:11]=[C:10]([C:14]2([C:22]3[CH:27]=[CH:26][CH:25]=[CH:24][CH:23]=3)[O:19][CH2:18][C:17]([CH3:21])([CH3:20])[CH2:16][O:15]2)[CH:9]=1)[C:4]([O:6][CH3:7])=[O:5].[H-].[Na+].[H][H].[CH3:32]I.[Cl-].[NH4+]>CS(C)=O>[CH3:1][S:2][C:3]([C:8]1[CH:13]=[CH:12][CH:11]=[C:10]([C:14]2([C:22]3[CH:27]=[CH:26][CH:25]=[CH:24][CH:23]=3)[O:19][CH2:18][C:17]([CH3:21])([CH3:20])[CH2:16][O:15]2)[CH:9]=1)([CH3:32])[C:4]([O:6][CH3:7])=[O:5] |f:1.2,5.6|. Procedure: Methyl α-methylthio[m-(5,5-dimethyl-2-phenyl-1,3-dioxa-2-cyclohexyl)phenyl]acetate (406 mg) was dissolved in 3 ml of anhydrous dimethyl sulfoxide. Sodium hydride (50 mg; 65% content) was added, and the mixture was stirred for 15 minutes at room temperature. The mixture turned into a reddish brown solution with the evolution of hydrogen. When 0.15 ml of methyl iodide was added to the solution, its color vanished. The mixture was stirred for an additional 10 minutes at room temperature. An aqueous...